This data is from the Open Reaction Database (ORD), a public repository of structured organic reaction records. The task is: describe an organic reaction: reactants, conditions, products, and yield Starting materials: S(=O)(Cl)Cl (thionyl chloride), C1(=CC=CC=C1)NC(C=COC1=CC=CC=C1)=O (N-phenyl-3-phenoxyacrylamide), C1(=CC=CC=C1)C (toluene). Reagents/catalysts: CN(C)C=O (DMF). The solvent is C(C)N(CC)CC (triethylamine). Reaction conditions: temperature 60 celsius, time 3 hour. Product: C1(=CC=CC=C1)N=C(C=COC1=CC=CC=C1)SC1=CC=CC=C1 (phenyl N-phenyl-3-(phenoxy)thioacrylimidate). Reaction SMILES: [C:1]1([NH:7][C:8](=O)[CH:9]=[CH:10][O:11][C:12]2[CH:17]=[CH:16][CH:15]=[CH:14][CH:13]=2)[CH:6]=[CH:5][CH:4]=[CH:3][CH:2]=1.[C:19]1(C)[CH:24]=[CH:23][CH:22]=[CH:21][CH:20]=1.[S:26](Cl)(Cl)=O>CN(C=O)C.C(N(CC)CC)C>[C:1]1([N:7]=[C:8]([S:26][C:19]2[CH:24]=[CH:23][CH:22]=[CH:21][CH:20]=2)[CH:9]=[CH:10][O:11][C:12]2[CH:17]=[CH:16][CH:15]=[CH:14][CH:13]=2)[CH:6]=[CH:5][CH:4]=[CH:3][CH:2]=1. Reported procedure: N-phenyl-3-phenoxyacrylamide (1.5 g) was suspended to toluene (80 ml), then thionyl chloride (0.82 ml), triethylamine (1.8 ml) and one drop of DMF were added thereto at room temperature. The mixture was stirred on the 60° C. oil bath for three hours. Then it was cooled and filtered off the insoluble matter. The filtrate was concentrated under reduced pressure. The residue was dissolved to DMF (80 ml). Sodium salt of thiophenol (0.82 g) was added to it under ice-cooling, and stirred for 2 hours. ... The reactants are [Li]CCCC, COS(=O)(=O)OC, CCOCC, [Cl-], [NH4+], c1csc(-c2cccs2)c1. Product: Cc1ccc(-c2cccs2)s1. As a reaction SMILES: [CH2:11]([Li:12])[CH2:13][CH2:14][CH3:15].[CH3:16][O:17][S:18]([O:19][CH3:20])(=[O:21])=[O:22].[CH3:25][CH2:26][O:27][CH2:28][CH3:29].[Cl-:23].[NH4+:24].[s:1]1[c:2](-[c:6]2[s:7][cH:8][cH:9][cH:10]2)[cH:3][cH:4][cH:5]1>>[s:1]1[c:2](-[c:6]2[s:7][cH:8][cH:9][cH:10]2)[cH:3][cH:4][c:5]1[CH3:11]. Reactants: OCCN1N=CC(=C1C)C(=O)O (1-(2-Hydroxyethyl)-5-methylpyrazole-4-carboxylic acid), NC=1C=CC(=C(C#N)C1)OCC(C)(C)C (5-amino-2-neopentyloxybenzonitrile), ON1N=NC2=C1C=CC=C2 (1-hydroxybenzotriazole), C(C)N=C=NCCCN(C)C (1-ethyl-3-(3′-dimethylaminopropyl)carbodiimide), C([O-])([O-])=O.[K+].[K+] (potassium carbonate). Solvent: CN(C=O)C (dimethylformamide). Reaction conditions: time 5 hour. Yields the product C(#N)C=1C=C(C=CC1OCC(C)(C)C)NC(=O)C=1C=NN(C1C)CCO (N-(3-Cyano-4-neopentyloxyphenyl)-1-(2-hydroxyethyl)-5-methylpyrazole-4-carboxamide). Yield: 30.9%. RXN SMILES: [OH:1][CH2:2][CH2:3][N:4]1[C:8]([CH3:9])=[C:7]([C:10]([OH:12])=O)[CH:6]=[N:5]1.[NH2:13][C:14]1[CH:15]=[CH:16][C:17]([O:22][CH2:23][C:24]([CH3:27])([CH3:26])[CH3:25])=[C:18]([CH:21]=1)[C:19]#[N:20].ON1C2C=CC=CC=2N=N1.C(N=C=NCCCN(C)C)C.C(=O)([O-])[O-].[K+].[K+]>CN(C)C=O>[C:19]([C:18]1[CH:21]=[C:14]([NH:13][C:10]([C:7]2[CH:6]=[N:5][N:4]([CH2:3][CH2:2][OH:1])[C:8]=2[CH3:9])=[O:12])[CH:15]=[CH:16][C:17]=1[O:22][CH2:23][C:24]([CH3:26])([CH3:25])[CH3:27])#[N:20] |f:4.5.6|. Reported procedure: 1-(2-Hydroxyethyl)-5-methylpyrazole-4-carboxylic acid (1.7 g), 5-amino-2-neopentyloxybenzonitrile (2.1 g), 1-hydroxybenzotriazole (1.6 g) and 1-ethyl-3-(3′-dimethylaminopropyl)carbodiimide (2.3 g) were added to dimethylformamide (20 ml) and the mixture was stirred at room temperature for 5 h. The reaction mixture was treated with aqueous potassium carbonate solution and extracted with ethyl acetate. The organic layer was washed with saturated brine, and dried over anhydrous magnesium sulfate, af... The reactants are S(=O)(Cl)Cl (Thionyl chloride), N1(CCOCC1)CCCS(=O)(=O)O (4-morpholinepropane sulfonic acid). Run in CN(C=O)C (dimethylformamide). The product is Cl.N1(CCOCC1)CCCS(=O)(=O)Cl (3-Morpholin-4-yl-propane-1-sulfonyl chloride hydrochloride). As a reaction SMILES: S(Cl)([Cl:3])=O.[N:5]1([CH2:11][CH2:12][CH2:13][S:14]([OH:17])(=O)=[O:15])[CH2:10][CH2:9][O:8][CH2:7][CH2:6]1>CN(C)C=O>[ClH:3].[N:5]1([CH2:11][CH2:12][CH2:13][S:14]([Cl:3])(=[O:17])=[O:15])[CH2:10][CH2:9][O:8][CH2:7][CH2:6]1 |f:3.4|. Procedure: Thionyl chloride (10 ml) was added to 4-morpholinepropane sulfonic acid (4.4 g) followed by dimethylformamide (0.2 ml). The mixture was heated at reflux under nitrogen for 5 h. The thionyl chloride was removed in vacuo and the residue triturated with acetonitrile and filtered to give a white solid. This was dried at 80° C. in vacuo to give the title compound as a white solid (2.7 g). Found: C,31.9; H,5.9; N,5.1. C7H14CINO3S.HCl requires C,31.8; H,5.7; N,5.3%. Reactants: CC(C)(C)OC(=O)N1CCC(C=O)CC1, CC(=O)O[BH-](OC(C)=O)OC(C)=O, CCN(C(C)C)C(C)C, ClCCl, Cl, CC(C)(C)c1nc2c(C(=O)NCC3CCNCC3)cccc2[nH]1, [Na+]. Product: CC(C)(C)OC(=O)N1CCC(CN2CCC(CNC(=O)c3cccc4[nH]c(C(C)(C)C)nc34)CC2)CC1. Reaction SMILES: [C:34]([CH3:35])([CH3:36])([CH3:37])[O:38][C:39](=[O:40])[N:41]1[CH2:42][CH2:43][CH:44]([CH:47]=[O:48])[CH2:45][CH2:46]1.[C:49]([O:50][BH-:51]([O:52][C:53](=[O:54])[CH3:55])[O:56][C:57](=[O:58])[CH3:59])(=[O:60])[CH3:61].[CH:25]([N:26]([CH2:27][CH3:28])[CH:29]([CH3:30])[CH3:31])([CH3:32])[CH3:33].[Cl:63][CH2:64][Cl:65].[ClH:1].[NH:2]1[CH2:3][CH2:4][CH:5]([CH2:8][NH:9][C:10](=[O:11])[c:12]2[cH:13][cH:14][cH:15][c:16]3[nH:17][c:18]([C:21]([CH3:22])([CH3:23])[CH3:24])[n:19][c:20]23)[CH2:6][CH2:7]1.[Na+:62]>>[N:2]1([CH2:47][CH:44]2[CH2:43][CH2:42][N:41]([C:39]([O:38][C:34]([CH3:35])([CH3:36])[CH3:37])=[O:40])[CH2:46][CH2:45]2)[CH2:3][CH2:4][CH:5]([CH2:8][NH:9][C:10](=[O:11])[c:12]2[cH:13][cH:14][cH:15][c:16]3[nH:17][c:18]([C:21]([CH3:22])([CH3:23])[CH3:24])[n:19][c:20]23)[CH2:6][CH2:7]1. The reactants are Cl, O=N[O-], [Na+], c1ccc2c(c1)NCC(CN1CCOCC1)O2, O. Product: O=NN1CC(CN2CCOCC2)Oc2ccccc21. RXN SMILES: [ClH:18].[N:19](=[O:20])[O-:21].[Na+:22].[O:1]1[CH2:2][CH2:3][N:4]([CH2:7][CH:8]2[O:9][c:10]3[c:11]([cH:14][cH:15][cH:16][cH:17]3)[NH:12][CH2:13]2)[CH2:5][CH2:6]1.[OH2:23]>>[O:1]1[CH2:2][CH2:3][N:4]([CH2:7][CH:8]2[O:9][c:10]3[c:11]([cH:14][cH:15][cH:16][cH:17]3)[N:12]([N:19]=[O:20])[CH2:13]2)[CH2:5][CH2:6]1. The reactants are ClCCl, CCCCN, Cl, [Na+], [OH-], Cc1ccc(S(=O)(=O)Cl)cc1. Product: CCCCNS(=O)(=O)c1ccc(C)cc1. Reaction SMILES: [CH2:18]([Cl:19])[Cl:20].[CH2:1]([CH2:2][CH2:3][CH3:4])[NH2:5].[ClH:17].[Na+:22].[OH-:21].[c:6]1([CH3:16])[cH:7][cH:8][c:9]([S:12](=[O:13])(=[O:14])[Cl:15])[cH:10][cH:11]1>>[CH2:1]([CH2:2][CH2:3][CH3:4])[NH:5][S:12]([c:9]1[cH:8][cH:7][c:6]([CH3:16])[cH:11][cH:10]1)(=[O:13])=[O:14].